This data is from the Open Reaction Database (ORD), a public repository of structured organic reaction records. The task is: describe an organic reaction: reactants, conditions, products, and yield Starting materials: Fc1cc(CBr)ccn1, CC#N, CC1(C)C(C=C(Cl)C(F)(F)F)C1C(=O)O, C1CCC2=NCCCN2CC1. The product is CC1(C)C(C=C(Cl)C(F)(F)F)C1C(=O)OCc1ccnc(F)c1. As a reaction SMILES: [Br:16][CH2:17][c:18]1[cH:19][c:20]([F:24])[n:21][cH:22][cH:23]1.[CH3:36][C:37]#[N:38].[Cl:1][C:2](=[CH:3][CH:4]1[C:5]([CH3:10])([CH3:11])[CH:6]1[C:7](=[O:8])[OH:9])[C:12]([F:13])([F:14])[F:15].[N:25]12[CH2:26][CH2:27][CH2:28][N:29]=[C:30]1[CH2:31][CH2:32][CH2:33][CH2:34][CH2:35]2>>[Cl:1][C:2](=[CH:3][CH:4]1[C:5]([CH3:10])([CH3:11])[CH:6]1[C:7](=[O:8])[O:9][CH2:17][c:18]1[cH:19][c:20]([F:24])[n:21][cH:22][cH:23]1)[C:12]([F:13])([F:14])[F:15]. The reactants are C1(CCCCC1)N=C=NC1CCCCC1 (N,N′-dicyclohexylcarbodiimide), OC(C(=O)OCC=C)C (2-propenyl 2-hydroxypropionate), C(=O)O (formic acid), CNC1(CC=NC=C1)NC (4,4-dimethylaminopyridine). The solvent is ClCCCl (1,2-dichloroethane), ClCCCl (1,2-dichloroethane). Run at time 30 minute. The product is C(=O)OC(C(=O)OCC=C)C (2-propenyl 2-(formyloxy)propionate). Yield: 54.0%. RXN SMILES: [OH:1][CH:2]([CH3:9])[C:3]([O:5][CH2:6][CH:7]=[CH2:8])=[O:4].[CH:10](O)=[O:11].CNC1(NC)C=CN=CC1.C1(N=C=NC2CCCCC2)CCCCC1>ClCCCl>[CH:10]([O:1][CH:2]([CH3:9])[C:3]([O:5][CH2:6][CH:7]=[CH2:8])=[O:4])=[O:11]. Procedure: 5.00 g (41 mmol) of 2-propenyl 2-hydroxypropionate, 2.48 g (54 mmol) of formic acid, and 1.00 g (8 mmol) of 4,4-dimethylaminopyridine (nucleating agent) were dissolved in 30 g of 1,2-dichloroethane (solvent), and a mixed solution of 12.00 g (171 mmol) of N,N′-dicyclohexylcarbodiimide (dehydrating agent) and 20 g of 1,2-dichloroethane (solvent) was added thereto at 10° C., taking 30 minutes. These were reacted at room temperature for 3 hours, the reaction liquid was filtered to remove N,N′-dicycl... Reactants: CN(C)C=O, COC(=O)C=C1SC(=NC2CCCCC2)N(C2CCCCC2)C1=O, Cl, [I-], [Li+], O. The product is O=C(O)C=C1SC(=NC2CCCCC2)N(C2CCCCC2)C1=O. Reaction SMILES: [CH3:28][N:29]([CH3:30])[CH:31]=[O:32].[CH:1]1([N:7]2[C:8](=[N:18][CH:19]3[CH2:20][CH2:21][CH2:22][CH2:23][CH2:24]3)[S:9][C:10](=[CH:13][C:14](=[O:15])[O:16][CH3:17])[C:11]2=[O:12])[CH2:2][CH2:3][CH2:4][CH2:5][CH2:6]1.[ClH:27].[I-:25].[Li+:26].[OH2:33]>>[CH:1]1([N:7]2[C:8](=[N:18][CH:19]3[CH2:20][CH2:21][CH2:22][CH2:23][CH2:24]3)[S:9][C:10](=[CH:13][C:14](=[O:15])[OH:16])[C:11]2=[O:12])[CH2:2][CH2:3][CH2:4][CH2:5][CH2:6]1. Starting materials: C(C)(C)(C)O[C@H](C(=O)OC)C=1C(=NC=2N(C1C1=CC=C(C=C1)F)N=C(C2)C2=CC(=CC=C2)Cl)C ((S)-methyl 2-(tert-butoxy)-2-(2-(3-chlorophenyl)-7-(4-fluorophenyl)-5-methylpyrazolo[1,5-a]pyrimidin-6-yl)acetate), [OH-].[Na+] (NaOH), Cl (HCl). Run in CO (MeOH). The product is C(C)(C)(C)O[C@H](C(=O)O)C=1C(=NC=2N(C1C1=CC=C(C=C1)F)N=C(C2)C2=CC(=CC=C2)Cl)C ((S)-2-(tert-butoxy)-2-(2-(3-chlorophenyl)-7-(4-fluorophenyl)-5-methylpyrazolo[1,5-a]pyrimidin-6-yl)acetic acid). Isolated yield 86.9%. Reaction SMILES: [C:1]([O:5][C@@H:6]([C:11]1[C:12]([CH3:34])=[N:13][C:14]2[N:15]([N:24]=[C:25]([C:27]3[CH:32]=[CH:31][CH:30]=[C:29]([Cl:33])[CH:28]=3)[CH:26]=2)[C:16]=1[C:17]1[CH:22]=[CH:21][C:20]([F:23])=[CH:19][CH:18]=1)[C:7]([O:9]C)=[O:8])([CH3:4])([CH3:3])[CH3:2].[OH-].[Na+].Cl>CO>[C:1]([O:5][C@@H:6]([C:11]1[C:12]([CH3:34])=[N:13][C:14]2[N:15]([N:24]=[C:25]([C:27]3[CH:32]=[CH:31][CH:30]=[C:29]([Cl:33])[CH:28]=3)[CH:26]=2)[C:16]=1[C:17]1[CH:18]=[CH:19][C:20]([F:23])=[CH:21][CH:22]=1)[C:7]([OH:9])=[O:8])([CH3:4])([CH3:3])[CH3:2] |f:1.2|. Procedure: A solution of (S)-methyl 2-(tert-butoxy)-2-(2-(3-chlorophenyl)-7-(4-fluorophenyl)-5-methylpyrazolo[1,5-a]pyrimidin-6-yl)acetate (0.0475 g, 0.099 mmol) and 1M NaOH (0.986 ml, 0.986 mmol) in MeOH was heated at reflux for 3 h. Then, cooled, neutralized with 1M HCl (1 mL), concentrated and the residue was taken up in Et2O (25 mL), washed with water (5 mL), brine (5 mL), dried (MgSO4), filtered and concentrated to give (S)-2-(tert-butoxy)-2-(2-(3-chlorophenyl)-7-(4-fluorophenyl)-5-methylpyrazolo[1,5-... Reactants: C(=O)(OC(C)(C)C)N1CC(NCC1)CC(=O)OC (Methyl 4-boc-piperazine-2-acetate), [BH4-].[Na+] (NaBH4). Solvent: CO (MeOH). Reaction conditions: time 8 hour. Yields the product C(C)(C)(C)OC(=O)N1CC(NCC1)CCO (3-(2-hydroxy-ethyl)-piperazine-1-carboxylic acid tert-butyl ester), compound E. As a reaction SMILES: [C:1]([N:8]1[CH2:13][CH2:12][NH:11][CH:10]([CH2:14][C:15](OC)=[O:16])[CH2:9]1)([O:3][C:4]([CH3:7])([CH3:6])[CH3:5])=[O:2].[BH4-].[Na+]>CO>[C:4]([O:3][C:1]([N:8]1[CH2:13][CH2:12][NH:11][CH:10]([CH2:14][CH2:15][OH:16])[CH2:9]1)=[O:2])([CH3:7])([CH3:6])[CH3:5] |f:1.2|. Procedure: Methyl 4-boc-piperazine-2-acetate (CAS number: 183742-33-8, Chemfinder) (1.0 g, 4 mmol) was dissolved in 10 mL of MeOH, then NaBH4 (1.5 g, 40 mmol) was added portion wise and stirred overnight. The solvent was removed in vacuo and the residue was partitioned between EtOAC and water. The organic layer was separated, and then dried over Na2SO4 and concentrated to give 3-(2-hydroxy-ethyl)-piperazine-1-carboxylic acid tert-butyl ester as crude oil (compound E), which was used directly without furthe... The reactants are I.CSC(=N)C=1SC=CC1 (Thiophene-2-carboximidothioic acid methyl ester hydroiodide), C(C)OC1=CC=C(CC2=NC3=C(N2CCN(CC)CC)C=CC(=C3)[N+](=O)[O-])C=C1 ({2-[2-(4-Ethoxy-benzyl)-5-nitro-benzoimidazol-1-yl]-ethyl}-diethyl-amine). Reagents/catalysts: [Pd] (Palladium). The solvent is C(C)OCC (diethyl ether), C(C)O (ethanol). Run at time 3 hour. Yields the product residue 10, C(C)N(CCN1C(=NC2=C1C=CC(=C2)NC(=N)C=2SC=CC2)CC2=CC=C(C=C2)OCC)CC (N-[1-(2-Diethylamino-ethyl)-2-(4-ethoxy-benzyl)-1H-benzo-imidazol-5-yl]-thiophene-2-carboxamidine). Reaction SMILES: [CH2:1]([O:3][C:4]1[CH:29]=[CH:28][C:7]([CH2:8][C:9]2[N:13]([CH2:14][CH2:15][N:16]([CH2:19][CH3:20])[CH2:17][CH3:18])[C:12]3[CH:21]=[CH:22][C:23]([N+:25]([O-])=O)=[CH:24][C:11]=3[N:10]=2)=[CH:6][CH:5]=1)[CH3:2].I.CS[C:33]([C:35]1[S:36][CH:37]=[CH:38][CH:39]=1)=[NH:34]>C(O)C.C(OCC)C.[Pd]>[CH2:17]([N:16]([CH2:19][CH3:20])[CH2:15][CH2:14][N:13]1[C:12]2[CH:21]=[CH:22][C:23]([NH:25][C:33]([C:35]3[S:36][CH:37]=[CH:38][CH:39]=3)=[NH:34])=[CH:24][C:11]=2[N:10]=[C:9]1[CH2:8][C:7]1[CH:28]=[CH:29][C:4]([O:3][CH2:1][CH3:2])=[CH:5][CH:6]=1)[CH3:18] |f:1.2|. Procedure details: {2-[2-(4-Ethoxy-benzyl)-5-nitro-benzoimidazol-1-yl]-ethyl}-diethyl-amine 7a (150 mg, 0.378 mmol) was dissolved in anhydrous ethanol (10 mL) in a dry argon purged flask. Palladium, 10 wt % on activated carbon, (40.3 mg, 0.0378 mmol) is quickly added and the atmosphere from the flask evacuated by vacuum pump and replaced with hydrogen from a balloon. The atmosphere is evacuated from the flask and replaced with hydrogen twice more and the mixture stirred under a hydrogen atmosphere at room temperat... Reactants: Cl (hydrochloric acid), C(O)([O-])=O.[Na+] (sodium hydrogen carbonate), FC1=C(C=C(C(=C1)F)[N+](=O)[O-])[N+](=O)[O-] (1,5-difluoro-2,4-dinitrobenzene), C(CO)#N (glycolonitrile). The solvent is O (water), CC(=O)C (acetone). Conditions: time 4.5 hour. Product: [N+](=O)([O-])C1=C(OCC#N)C=C(C(=C1)[N+](=O)[O-])F (2,4-dinitro-5-fluorophenoxyacetonitrile). Isolated yield 84.6%. Reaction SMILES: F[C:2]1[CH:7]=[C:6]([F:8])[C:5]([N+:9]([O-:11])=[O:10])=[CH:4][C:3]=1[N+:12]([O-:14])=[O:13].[C:15](#[N:18])[CH2:16][OH:17].C(=O)([O-])O.[Na+].Cl>O.CC(C)=O>[N+:12]([C:3]1[CH:4]=[C:5]([N+:9]([O-:11])=[O:10])[C:6]([F:8])=[CH:7][C:2]=1[O:17][CH2:16][C:15]#[N:18])([O-:14])=[O:13] |f:2.3|. Procedure details: To a mixture of 1,5-difluoro-2,4-dinitrobenzene (2 g), acetone (20 g) and 50% aqueous glycolonitrile solution (1.2 g), a solution of sodium hydrogen carbonate (0.9 g) in water (18 g) was dropwise added at 27° to 30° C. in 5 minutes, and stirring was continued at 27° to 41° C. for 4.5 hours. After completion of the reaction, the reaction mixture was poured into 1% hydrochloric acid, extracted with ethyl acetate and concentrated. The precipitated crystals were collected by filtration and dried to ... Reactants: BrC1=C(C=C(C#N)C=C1)CBr (4-bromo-3-(bromomethyl)benzonitrile), C[C@@H]1NCCOC1 ((S)-3-methylmorpholine), C([O-])([O-])=O.[K+].[K+] (potassium carbonate). Run in CN(C)C=O (DMF). Conditions: time 8 hour. Product: BrC1=C(C=C(C#N)C=C1)CN1[C@H](COCC1)C ((S)-4-Bromo-3-((3-methylmorpholino)methyl)benzonitrile). Reaction SMILES: [Br:1][C:2]1[CH:9]=[CH:8][C:5]([C:6]#[N:7])=[CH:4][C:3]=1[CH2:10]Br.[CH3:12][C@H:13]1[CH2:18][O:17][CH2:16][CH2:15][NH:14]1.C(=O)([O-])[O-].[K+].[K+]>CN(C=O)C>[Br:1][C:2]1[CH:9]=[CH:8][C:5]([C:6]#[N:7])=[CH:4][C:3]=1[CH2:10][N:14]1[CH2:15][CH2:16][O:17][CH2:18][C@@H:13]1[CH3:12] |f:2.3.4|. Reported procedure: To a solution of 4-bromo-3-(bromomethyl)benzonitrile (0.9 g, 3.27 mmol) in DMF (13.09 ml) was added (S)-3-methylmorpholine (0.541 g, 3.93 mmol) and potassium carbonate (0.995 g, 7.20 mmol). The reaction mixture was allowed to stir at RT overnight. The reaction mixture was poured onto water and extracted with EtOAc (×2). The organic extractions were combined, washed with brine (×3), dried (MgSO4) and evaporated to give the sub-title compound as a yellow oil. Yield: 0.75 g Starting materials: C(C1=CC=CC=C1)OC(=O)N1CCOC2=C1C=C(C=C2N2CCN(CC2)C(=O)OC(C)(C)C)Cl (8-(4-tert-butoxycarbonyl-piperazin-1-yl)-6-chloro-2,3-dihydro-benzo[1,4]oxazine-4-carboxylic acid benzyl ester). The reagents and catalysts are [Pd] (palladium on carbon). Run in C(C)O (ethanol). Yields the product C(C)(C)(C)OC(=O)N1CCN(CC1)C1=CC=CC=2NCCOC21 (4-(3,4-dihydro-2H-benzo[1,4]oxazin-8-yl)-piperazine-1-carboxylic acid tert-butyl ester). Isolated yield 83.0%. RXN SMILES: C(OC([N:11]1[C:16]2[CH:17]=[C:18](Cl)[CH:19]=[C:20]([N:21]3[CH2:26][CH2:25][N:24]([C:27]([O:29][C:30]([CH3:33])([CH3:32])[CH3:31])=[O:28])[CH2:23][CH2:22]3)[C:15]=2[O:14][CH2:13][CH2:12]1)=O)C1C=CC=CC=1>C(O)C.[Pd]>[C:30]([O:29][C:27]([N:24]1[CH2:25][CH2:26][N:21]([C:20]2[C:15]3[O:14][CH2:13][CH2:12][NH:11][C:16]=3[CH:17]=[CH:18][CH:19]=2)[CH2:22][CH2:23]1)=[O:28])([CH3:33])([CH3:31])[CH3:32]. Procedure details: A solution of 8-(4-tert-butoxycarbonyl-piperazin-1-yl)-6-chloro-2,3-dihydro-benzo[1,4]oxazine-4-carboxylic acid benzyl ester (640 mg, 1.32 mmol) in ethanol (10 mL) was hydrogenated at 50 psi in the presence of palladium on carbon for 12 hours. The catalyst was removed by filtration, and the filtrate was concentrated to give 4-(3,4-dihydro-2H-benzo[1,4]oxazin-8-yl)-piperazine-1-carboxylic acid tert-butyl ester as a light yellow solid (350 mg, 84%). MS: MH+=320.